This data is from the Open Reaction Database (ORD), a public repository of structured organic reaction records. The task is: describe an organic reaction: reactants, conditions, products, and yield RXN SMILES: [CH3:1][C:2]1[CH:3]=[C:4]([CH3:19])[N:5]=[C:6]([NH:8][S:9]([C:12]2[CH:13]=[CH:14][C:15]([NH2:18])=[CH:16][CH:17]=2)(=[O:11])=[O:10])[N:7]=1.[Ag:20].CC1C=CN=C(NS(C2C=CC(N)=CC=2)(=O)=O)N=1>>[CH3:19][C:4]1[N:5]=[C:6]([NH:8][S:9]([C:12]2[CH:13]=[CH:14][C:15]([NH2:18])=[CH:16][CH:17]=2)(=[O:11])=[O:10])[N:7]=[C:2]([CH3:1])[CH:3]=1.[Ag+:20] |f:1.2,3.4|. Product: CC1=CC(=NC(=N1)NS(=O)(=O)C2=CC=C(C=C2)N)C.[Ag+] (Silver Sulfamethazine). Procedure details: Silver Sulfamethazine was prepared using 27.83 grams of sulfamethazine following procedure 1 (i.e. the procedure used for silver sulfamerazine) to give a fine white powder showing some crystallinity. The reactants are CC=1C=C(N=C(N1)NS(=O)(=O)C=2C=CC(=CC2)N)C (sulfamethazine), [Ag].CC=1C=CN=C(N1)NS(=O)(=O)C=2C=CC(=CC2)N (silver sulfamerazine). The reactants are C(C)(C)(C)OC(N(C(CC)=O)[C@@H]1[C@H]([C@H]([C@@H](C1)N1C2=NC(=NC(=C2N=C1)NC(CC)CC)Cl)O)O)=O ({(1S,2R,3S,4R)-4-[2-Chloro-6-(1-ethyl-propylamino)-purin-9-yl]-2,3-dihydroxy-cyclopentyl}-propionyl-carbamic acid tert-butyl ester), C(=O)(C(F)(F)F)O (TFA). The solvent is C(Cl)Cl (DCM). Conditions: time 1 hour. The product is ClC1=NC(=C2N=CN(C2=N1)[C@H]1[C@@H]([C@@H]([C@H](C1)NC(CC)=O)O)O)NC(CC)CC (N-{(1S,2R,3S,4R)-4-[2-Chloro-6-(1-ethyl-propylamino)-purin-9-yl]-2,3-dihydroxy-cyclopentyl}-propionamide). As a reaction SMILES: C(OC(=O)[N:7]([C@H:12]1[CH2:16][C@@H:15]([N:17]2[CH:25]=[N:24][C:23]3[C:18]2=[N:19][C:20]([Cl:32])=[N:21][C:22]=3[NH:26][CH:27]([CH2:30][CH3:31])[CH2:28][CH3:29])[C@H:14]([OH:33])[C@@H:13]1[OH:34])[C:8](=[O:11])[CH2:9][CH3:10])(C)(C)C.C(O)(C(F)(F)F)=O>C(Cl)Cl>[Cl:32][C:20]1[N:19]=[C:18]2[C:23]([N:24]=[CH:25][N:17]2[C@@H:15]2[CH2:16][C@H:12]([NH:7][C:8](=[O:11])[CH2:9][CH3:10])[C@@H:13]([OH:34])[C@H:14]2[OH:33])=[C:22]([NH:26][CH:27]([CH2:28][CH3:29])[CH2:30][CH3:31])[N:21]=1. Procedure: {(1S,2R,3S,4R)-4-[2-Chloro-6-(1-ethyl-propylamino)-purin-9-yl]-2,3-dihydroxy-cyclopentyl}-propionyl-carbamic acid tert-butyl ester (300 mg, 0.59 mmol) is dissolved in DCM (5 mL). TFA (2 mL) is added and the reaction mixture is stirred at RT. The reaction is shown to be complete by LCMS after 1 hour. The solvent is removed in vacuo and the residue is partitioned between DCM (50 mL) and saturated NaHCO3 (50 mL). The organic layer is washed with water (20 mL) and brine (20 mL), dried over MgSO4, fi... Yield: 90.0%. Procedure: The same procedure of Reference Example 4 was repeated except that methyl 4-hydroxybenzoate was used in lieu of benzyl 4-hydroxybenzoate, and (S)-(+)-glycidyl toluenesulfonate was used in lieu of epibromohydrin to give the title compound (yield 90%). Starting materials: OC1=CC=C(C(=O)OC)C=C1 (methyl 4-hydroxybenzoate), C(Br)C1CO1 (epibromohydrin), OC1=CC=C(C(=O)OCC2=CC=CC=C2)C=C1 (benzyl 4-hydroxybenzoate), C=1(C(=CC=CC1)S(=O)(=O)OC[C@@H]1CO1)C ((S)-(+)-glycidyl toluenesulfonate). The product is O1[C@@H](C1)COC1=CC=C(C(=O)OC)C=C1 (methyl (S)-(+)-4-(oxiranylmethoxy)-benzoate). As a reaction SMILES: [OH:1][C:2]1[CH:11]=[CH:10][C:5]([C:6]([O:8][CH3:9])=[O:7])=[CH:4][CH:3]=1.OC1C=CC(C([O:19][CH2:20][C:21]2[CH:26]=CC=CC=2)=O)=CC=1.C1(C)C(S(OC[C@H]2OC2)(=O)=O)=CC=CC=1.C(C1OC1)Br>>[O:19]1[CH2:20][C@H:21]1[CH2:26][O:1][C:2]1[CH:3]=[CH:4][C:5]([C:6]([O:8][CH3:9])=[O:7])=[CH:10][CH:11]=1. Reactants: C(C)(C)(C)OC(N(C(=O)OC(C)(C)C)C1=N[C@]2([C@@H](S(C1(C)C)(=O)=O)CCCC1=C2C=C(C=C1)[N+](=O)[O-])C)=O (tert-butyl-N-((4aS,11bR)-10-nitro-3,3,11b-trimethyl-4,4-dioxido-3,4a,5,6,7,11b-hexahydrobenzo[3,4]cyclohepta[1,2-b][1,4]thiazin-2-yl)-N-tert-butoxycarbonyl-carbamate), CC(C)([O-])C.[K+] (potassium tert-butoxide). Run in C1CCOC1 (THF). Reaction conditions: time 5 minute. The product is C(C)(C)(C)OC(N(C(=O)OC(C)(C)C)C1=N[C@]2([C@H](S(C1(C)C)(=O)=O)CCCC1=C2C=C(C=C1)[N+](=O)[O-])C)=O (tert-butyl-N-((4aR,11bR)-10-nitro-3,3,11b-trimethyl-4,4-dioxido-3,4a,5,6,7,11b-hexahydrobenzo[3,4]cyclohepta[1,2-b][1,4]thiazin-2-yl)-N-tertbutoxycarbonyl-carbamate). The yield is 76.3%. As a reaction SMILES: [C:1]([O:5][C:6](=[O:38])[N:7]([C:15]1[C:20]([CH3:22])([CH3:21])[S:19](=[O:24])(=[O:23])[C@H:18]2[CH2:25][CH2:26][CH2:27][C:28]3[CH:33]=[CH:32][C:31]([N+:34]([O-:36])=[O:35])=[CH:30][C:29]=3[C@@:17]2([CH3:37])[N:16]=1)[C:8]([O:10][C:11]([CH3:14])([CH3:13])[CH3:12])=[O:9])([CH3:4])([CH3:3])[CH3:2].CC(C)([O-])C.[K+]>C1COCC1>[C:1]([O:5][C:6](=[O:38])[N:7]([C:15]1[C:20]([CH3:22])([CH3:21])[S:19](=[O:23])(=[O:24])[C@@H:18]2[CH2:25][CH2:26][CH2:27][C:28]3[CH:33]=[CH:32][C:31]([N+:34]([O-:36])=[O:35])=[CH:30][C:29]=3[C@@:17]2([CH3:37])[N:16]=1)[C:8]([O:10][C:11]([CH3:12])([CH3:13])[CH3:14])=[O:9])([CH3:2])([CH3:3])[CH3:4] |f:1.2|. Procedure details: A solution of tert-butyl-N-((4aS,11bR)-10-nitro-3,3,11b-trimethyl-4,4-dioxido-3,4a,5,6,7,11b-hexahydrobenzo[3,4]cyclohepta[1,2-b][1,4]thiazin-2-yl)-N-tert-butoxycarbonyl-carbamate (806 mg, 1.461 mmol) in THF (10 ml) was treated with potassium tert-butoxide (1M in THF) (0.584 ml, 0.584 mmol) dropwise at rt. The mixture became dark after first few drops added. After 5 min stirring the reaction was quenched by 3 ml sat NH4Cl solution, stirred for 5 min, then diluted with water (2 ml) and EtOAc (3 m... Starting materials: CC(C)(C)C(=O)CBr, O=C([O-])[O-], CCO, [K+], [K+], O, OCc1ccc(O)cc1. Product: CC(C)(C)C(=O)COc1ccc(CO)cc1. As a reaction SMILES: [Br:16][CH2:17][C:18]([C:19]([CH3:20])([CH3:21])[CH3:22])=[O:23].[C:1](=[O:2])([O-:3])[O-:4].[CH3:25][CH2:26][OH:27].[K+:5].[K+:6].[OH2:24].[OH:7][c:8]1[cH:9][cH:10][c:11]([CH2:12][OH:13])[cH:14][cH:15]1>>[O:7]([c:8]1[cH:9][cH:10][c:11]([CH2:12][OH:13])[cH:14][cH:15]1)[CH2:17][C:18]([C:19]([CH3:20])([CH3:21])[CH3:22])=[O:23]. The reactants are C(C)(=O)NN1CCC2(CC1)OC1=C(C(C2C)=O)C=C(C=C1)S(=O)(=O)C (1'-acetamido-3,4-dihydro-3-methyl-6-methylsulfonyl-spiro [(2H)-1-benzopyran-2,4'-piperidin]-4-one), Cl (HCl). Solvent: CO (CH3OH). Product: Cl.CC1C(C2=C(OC13CCNCC3)C=CC(=C2)S(=O)(=O)C)=O (3-Methyl-6-methylsulfonyl-3,4-dihydro-spiro[(2H)-1-benzopyran-2,4'-piperidin]-4-one hydrochloride). Reaction SMILES: C(N[N:5]1[CH2:10][CH2:9][C:8]2([CH:15]([CH3:16])[C:14](=[O:17])[C:13]3[CH:18]=[C:19]([S:22]([CH3:25])(=[O:24])=[O:23])[CH:20]=[CH:21][C:12]=3[O:11]2)[CH2:7][CH2:6]1)(=O)C.[ClH:26]>CO>[ClH:26].[CH3:16][CH:15]1[C:8]2([CH2:7][CH2:6][NH:5][CH2:10][CH2:9]2)[O:11][C:12]2[CH:21]=[CH:20][C:19]([S:22]([CH3:25])(=[O:24])=[O:23])=[CH:18][C:13]=2[C:14]1=[O:17] |f:3.4|. Procedure: The product of Step B (0.5 g) in CH3OH (15 mL) and 6N HCl (15 mL) was heated at reflux for 10 hours. The reaction was concentrated to dryness and the residue flushed with ethanol (4 times) and then toluene to yield 0.5 g of the title compound. Reactants: C(C)(C)(C)OC(=O)N1C(CC(C1)F)C(=O)O (1-tert-butoxycarbonyl-4-fluoropyrrolidine-2-carboxylic acid), B.C1CCOC1 (BH3.THF). Solvent: C1CCOC1 (THF). Run at time 1 hour. Product: C(C)(C)(C)OC(=O)N1C(CC(C1)F)CO (1-tert-butoxycarbonyl-4-fluoro-2-pyrrolidinylmethanol). The yield is 97.0%. Reaction SMILES: [C:1]([O:5][C:6]([N:8]1[CH2:12][CH:11]([F:13])[CH2:10][CH:9]1[C:14](O)=[O:15])=[O:7])([CH3:4])([CH3:3])[CH3:2].B.C1COCC1>C1COCC1>[C:1]([O:5][C:6]([N:8]1[CH2:12][CH:11]([F:13])[CH2:10][CH:9]1[CH2:14][OH:15])=[O:7])([CH3:4])([CH3:3])[CH3:2] |f:1.2|. Procedure details: To a stirred solution of 1-tert-butoxycarbonyl-4-fluoropyrrolidine-2-carboxylic acid (1.1 g, 4.7 mmol) in THF (10.0 ml) was added BH3.THF (1.0 M solution in THF, 10.0 ml, 10.0 mmol) at 0° C. After stirred at room temperature for 1.0 h. After cooled, the mixture was concentrated in vacuo. Water was added thereto at 0° C., and extracted with EtOAc. The extract was washed with water, then dried over Na2SO4, and concentrated in vacuo to give 1-tert-butoxycarbonyl-4-fluoro-2-pyrrolidinylmethanol (1.0...